Dataset: the Open Reaction Database (ORD), a public repository of structured organic reaction records. Task: describe an organic reaction: reactants, conditions, products, and yield Starting materials: COC(=O)CCc1ccc(OCc2cccc(Oc3c(C)cccc3C)c2)cc1, CO, [Na+], [OH-]. Product: Cc1cccc(C)c1Oc1cccc(COc2ccc(CCC(=O)O)cc2)c1. RXN SMILES: [CH3:1][c:2]1[c:3]([O:4][c:5]2[cH:6][c:7]([CH2:8][O:9][c:10]3[cH:11][cH:12][c:13]([CH2:16][CH2:17][C:18](=[O:19])[O:20][CH3:21])[cH:14][cH:15]3)[cH:22][cH:23][cH:24]2)[c:25]([CH3:29])[cH:26][cH:27][cH:28]1.[CH3:32][OH:33].[Na+:31].[OH-:30]>>[CH3:1][c:2]1[c:3]([O:4][c:5]2[cH:6][c:7]([CH2:8][O:9][c:10]3[cH:11][cH:12][c:13]([CH2:16][CH2:17][C:18](=[O:19])[OH:20])[cH:14][cH:15]3)[cH:22][cH:23][cH:24]2)[c:25]([CH3:29])[cH:26][cH:27][cH:28]1. Reactants: [Na] (sodium), C[O-].[Na+] (sodium methoxide), [OH-].[Na+] (sodium hydroxide), Cl (hydrochloric acid), ClC=1C=C2C(CCOC2=CC1OC1=CC=C(C=C1)C(NCCC1=C(C=C(C=C1OC)Cl)Cl)=O)C(=O)[O-] (6-chloro-7-(4-(2,4-dichloro-6-methoxyphenethylcarbamoyl)phenoxy)chroman-4-carboxylate). Solvent: CO (methanol), CO (methanol), C(C)(=O)OCC (ethyl acetate), O1CCCC1 (tetrahydrofuran), C(C)O (ethanol). The product is ClC=1C=C2C(CCOC2=CC1OC1=CC=C(C=C1)C(NCCC1=C(C=C(C=C1OC)Cl)Cl)=O)C(=O)O (6-chloro-7-(4-(2,4-dichloro-6-methoxyphenethylcarbamoyl)phenoxy)chroman-4-carboxylic acid). Yield: 101.1%. As a reaction SMILES: [Cl:1][C:2]1[CH:3]=[C:4]2[C:9](=[CH:10][C:11]=1[O:12][C:13]1[CH:18]=[CH:17][C:16]([C:19](=[O:33])[NH:20][CH2:21][CH2:22][C:23]3[C:28]([O:29][CH3:30])=[CH:27][C:26]([Cl:31])=[CH:25][C:24]=3[Cl:32])=[CH:15][CH:14]=1)[O:8][CH2:7][CH2:6][CH:5]2[C:34]([O-:36])=[O:35].[OH-].[Na+].Cl.[Na].C[O-].[Na+]>O1CCCC1.C(O)C.CO.C(OCC)(=O)C>[Cl:1][C:2]1[CH:3]=[C:4]2[C:9](=[CH:10][C:11]=1[O:12][C:13]1[CH:18]=[CH:17][C:16]([C:19](=[O:33])[NH:20][CH2:21][CH2:22][C:23]3[C:28]([O:29][CH3:30])=[CH:27][C:26]([Cl:31])=[CH:25][C:24]=3[Cl:32])=[CH:15][CH:14]=1)[O:8][CH2:7][CH2:6][CH:5]2[C:34]([OH:36])=[O:35] |f:1.2,5.6,^1:39|. Reported procedure: To a stirred solution of 6-chloro-7-(4-(2,4-dichloro-6-methoxyphenethylcarbamoyl)phenoxy)chroman-4-carboxylate (0.56 g; 0.97 mmol) in a mixture of 10 mL tetrahydrofuran and 5 mL ethanol at ambient temperature was added 3.9 mL of 1M aqueous sodium hydroxide. The resulting slightly cloudy mixture was vigorously stirred at ambient temperature the reaction mixture was poured into a separatory funnel containing 100 mL ethyl acetate and 50 mL 1M aqueous hydrochloric acid. After shaking, the organic la... The reactants are N(=[N+]=[N-])CC(F)(F)C1=NC=C(C=C1)C (2-(2-Azido-1,1-difluoro-ethyl)-5-methyl-pyridine). Reagents/catalysts: [Pd] (Pd—C). The solvent is CCOC(=O)C (EtOAc). Conditions: time 24 hour. The product is FC(CN)(C1=NC=C(C=C1)C)F (2,2-Difluoro-2-(5-methyl-pyridin-2-yl)-ethylamine). The yield is 0.1%. RXN SMILES: [N:1]([CH2:4][C:5]([C:8]1[CH:13]=[CH:12][C:11]([CH3:14])=[CH:10][N:9]=1)([F:7])[F:6])=[N+]=[N-]>CCOC(C)=O.[Pd]>[F:7][C:5]([F:6])([C:8]1[CH:13]=[CH:12][C:11]([CH3:14])=[CH:10][N:9]=1)[CH2:4][NH2:1]. Procedure: A solution of 2-(2-Azido-1,1-difluoro-ethyl)-5-methyl-pyridine (2.46 g, 12.42 mol), as prepared in the previous step, in EtOAc (150 mL) was treated with 2.46 g, 10 wt. % Pd—C under a H2 atmosphere. After 24 h, the reaction was filtered through Celite and the filtrate concentrated to afford the product as a clear yellow oil (1.85 g, 10.76 mmol, 86% crude yield). 1H NMR (300 Hz, CDCl3) δ 8.48 (s, 1H), 7.61 (m, 2H), 3.42 (t, J=14.2 Hz), 2.39 (s, 3H); LC/MS (m/z) [M+1]+ 173.0 (calculated for C8H11F2... Product: CC(C)C1(C(=O)O)CCC(=O)C1. Starting materials: Cl, C1COCCO1, COC(=O)C1(C(C)C)CCC(=O)C1. As a reaction SMILES: [ClH:20].[O:14]1[CH2:15][CH2:16][O:17][CH2:18][CH2:19]1.[O:1]=[C:2]1[CH2:3][C:4]([C:7](=[O:8])[O:9][CH3:10])([CH:11]([CH3:12])[CH3:13])[CH2:5][CH2:6]1>>[O:1]=[C:2]1[CH2:3][C:4]([C:7](=[O:8])[OH:9])([CH:11]([CH3:12])[CH3:13])[CH2:5][CH2:6]1.